From a dataset of the Open Reaction Database (ORD), a public repository of structured organic reaction records. describe an organic reaction: reactants, conditions, products, and yield Starting materials: C(C1=CC=CC=C1)=C1C(CCCC1)=NO (2-benzalcyclohexanone oxime), [H-].[Na+] (sodium hydride), CN1CCNCC1 (N-methylpiperazine), BrCC(CCl)C (1-bromo-3-chloro-2-methylpropane). The solvent is C1(=CC=CC=C1)C (toluene), C1(=CC=CC=C1)C (toluene), C1(=CC=CC=C1)C (toluene). Conditions: temperature 80 celsius, time 6 hour. Product: C(C1=CC=CC=C1)=C1C(CCCC1)=NOCC(CN1CCN(CC1)C)C (2-Benzal-1-[2'-methyl-3'-(4"-methylpiperazinyl)-propoxyimino]-cyclohexane). Reaction SMILES: [CH:1](=[C:8]1[CH2:13][CH2:12][CH2:11][CH2:10][C:9]1=[N:14][OH:15])[C:2]1[CH:7]=[CH:6][CH:5]=[CH:4][CH:3]=1.[H-].[Na+].Br[CH2:19][CH:20]([CH3:23])[CH2:21]Cl.[CH3:24][N:25]1[CH2:30][CH2:29][NH:28][CH2:27][CH2:26]1>C1(C)C=CC=CC=1>[CH:1](=[C:8]1[CH2:13][CH2:12][CH2:11][CH2:10][C:9]1=[N:14][O:15][CH2:19][CH:20]([CH3:23])[CH2:21][N:28]1[CH2:29][CH2:30][N:25]([CH3:24])[CH2:26][CH2:27]1)[C:2]1[CH:7]=[CH:6][CH:5]=[CH:4][CH:3]=1 |f:1.2|. Procedure: The solution of 20.1 g (0.1 moles) of 2-benzalcyclohexanone oxime in 200 ml of anhydrous toluene is dropwise added at 85° C, under continuous stirring, to the suspension of 2.4 g (0.1 moles) of sodium hydride in 50 ml of anhydrous toluene. After boiling the reaction mixture for 2 hours, 18.86 g (0.11 moles) of 1-bromo-3-chloro-2-methylpropane are added, and the reaction mixture is boiled for a few hours. After cooling the mixture to 80° C, a solution of 11 g (0.11 moles) of N-methylpiperazine in...